Dataset: the Open Reaction Database (ORD), a public repository of structured organic reaction records. Task: describe an organic reaction: reactants, conditions, products, and yield Starting materials: C1(=CC=CC=C1)C(C(=O)O)C1=CC=CC=C1 (diphenylacetic acid), CN(C)C1=NC=CC=C1 (dimethylaminopyridine), C(C1=CC=CC=C1)OC1=CC=CC2=C(C=CC=C12)CCN (1-benzyloxy-5-(2-aminoethyl)naphthalene), CCN=C=NCCCN(C)C.Cl (EDC·HCl). Run in C(Cl)Cl (methylene chloride), O (water), C(Cl)Cl (methylene chloride). Conditions: time 10 minute. Yields the product C(C1=CC=CC=C1)OC1=CC=CC2=C(C=CC=C12)CCNC(=O)C(C1=CC=CC=C1)C1=CC=CC=C1 (1-benzyloxy-5-[2-(diphenylmethylcarbonylamino)ethyl]naphthalene). The yield is 51.6%. Reaction SMILES: [C:1]1([CH:7]([C:11]2[CH:16]=[CH:15][CH:14]=[CH:13][CH:12]=2)[C:8]([OH:10])=O)[CH:6]=[CH:5][CH:4]=[CH:3][CH:2]=1.CN(C1C=CC=CN=1)C.[CH2:26]([O:33][C:34]1[C:43]2[C:38](=[C:39]([CH2:44][CH2:45][NH2:46])[CH:40]=[CH:41][CH:42]=2)[CH:37]=[CH:36][CH:35]=1)[C:27]1[CH:32]=[CH:31][CH:30]=[CH:29][CH:28]=1.CCN=C=NCCCN(C)C.Cl>C(Cl)Cl.O>[CH2:26]([O:33][C:34]1[C:43]2[C:38](=[C:39]([CH2:44][CH2:45][NH:46][C:8]([CH:7]([C:1]3[CH:2]=[CH:3][CH:4]=[CH:5][CH:6]=3)[C:11]3[CH:16]=[CH:15][CH:14]=[CH:13][CH:12]=3)=[O:10])[CH:40]=[CH:41][CH:42]=2)[CH:37]=[CH:36][CH:35]=1)[C:27]1[CH:28]=[CH:29][CH:30]=[CH:31][CH:32]=1 |f:3.4|. Procedure details: To a solution of diphenylacetic acid (0.171 g) in methylene chloride (10 ml), dimethylaminopyridine (0.01 g) and 1-benzyloxy-5-(2-aminoethyl)naphthalene (0.196 g) were added at room temperature. After 10 minutes, EDC·HCl (0.154 g) was added to the mixture solution. The mixture was stirred overnight at room temperature for 1 night. After termination of reaction, water and methylene chloride were added to the reaction mixture. The organic layer was washed with a saturated aqueous solution of ammon... Run in O1CCOCC1 (dioxane), O (water). As a reaction SMILES: [CH3:1][C:2]1[N:7]=[C:6]2[S:8][C:9]3[CH2:13][CH2:12][CH2:11][C:10]=3[C:5]2=[C:4]([C:14]2[CH:19]=[CH:18][C:17]([CH3:20])=[CH:16][CH:15]=2)[C:3]=1[CH2:21][C:22]([O:24]C)=[O:23].[O-2].[Li+].[Li+].Cl>O1CCOCC1.O>[CH3:1][C:2]1[N:7]=[C:6]2[S:8][C:9]3[CH2:13][CH2:12][CH2:11][C:10]=3[C:5]2=[C:4]([C:14]2[CH:19]=[CH:18][C:17]([CH3:20])=[CH:16][CH:15]=2)[C:3]=1[CH2:21][C:22]([OH:24])=[O:23] |f:1.2.3|. Isolated yield 63.1%. Procedure: To a solution of methyl [2-methyl-4-p-tolyl-6,7-dihydro-5H-cyclopenta[4,5]thieno[2,3-b]pyridin-3yl]acetate (0.071 g; 0.202 mmol) in dioxane (4 mL) and water (1 mL) was added a 1N lithium oxide solution (1 mL; 1 mmol). The reaction mixture was heated at 60° C. for 2 h. After cooling to room temperature, the reaction mixture was acidified with 1N HCl (pH˜2) and partially concentrated under reduced pressure. The residue was partitioned between ethyl acetate and water. The organic layer was washed w... Run at temperature 60 celsius. Reactants: CC1=C(C(=C2C(=N1)SC1=C2CCC1)C1=CC=C(C=C1)C)CC(=O)OC (methyl [2-methyl-4-p-tolyl-6,7-dihydro-5H-cyclopenta[4,5]thieno[2,3-b]pyridin-3yl]acetate), [O-2].[Li+].[Li+] (lithium oxide), Cl (HCl). Product: CC1=C(C(=C2C(=N1)SC1=C2CCC1)C1=CC=C(C=C1)C)CC(=O)O ([2-Methyl-4-p-tolyl-6,7-dihydro-5H-cyclopenta[4,5]thieno[2,3-b]pyridin-3-yl]acetic acid).